Dataset: the Open Reaction Database (ORD), a public repository of structured organic reaction records. Task: describe an organic reaction: reactants, conditions, products, and yield Yield: 96.8%. Conditions: time 14 hour. Product: O=C1N(CCC1)C=1C=C(C(=O)O)C=C(C1)N1CCCC1 (3-(2-oxo-pyrrolidin-1-yl)-5-pyrrolidin-1-yl-benzoic acid). Solvent: C1CCOC1 (THF). Procedure: To a solution 3-(2-oxo-pyrrolidin-1-yl)-5-pyrrolidin-1-yl-benzoic acid methyl ester (B113) (85 mg, 0.29 mmol, 11 equiv) in THF (5 ml) was added 1N aqueous NaOH solution (0.60 ml, 0.6 mmol, 2 equiv). The resulting mixture was stirred for 14 h then concentrated in vacuo. The residue was diluted with H2O and extracted with Et2O. The aqueous layer was acidified using 2N aqueous HCl solution and the white precipitate formed was extracted twice with AcOEt. The combined organic solutions were dried ove... RXN SMILES: C[O:2][C:3](=[O:21])[C:4]1[CH:9]=[C:8]([N:10]2[CH2:14][CH2:13][CH2:12][CH2:11]2)[CH:7]=[C:6]([N:15]2[CH2:19][CH2:18][CH2:17][C:16]2=[O:20])[CH:5]=1.[OH-].[Na+]>C1COCC1>[O:20]=[C:16]1[CH2:17][CH2:18][CH2:19][N:15]1[C:6]1[CH:5]=[C:4]([CH:9]=[C:8]([N:10]2[CH2:11][CH2:12][CH2:13][CH2:14]2)[CH:7]=1)[C:3]([OH:21])=[O:2] |f:1.2|. The reactants are COC(C1=CC(=CC(=C1)N1CCCC1)N1C(CCC1)=O)=O (3-(2-oxo-pyrrolidin-1-yl)-5-pyrrolidin-1-yl-benzoic acid methyl ester), [OH-].[Na+] (NaOH).